This data is from the Open Reaction Database (ORD), a public repository of structured organic reaction records. The task is: describe an organic reaction: reactants, conditions, products, and yield Reactants: ice water, C(=O)(N1C=NC=C1)N1C=NC=C1 (1,1'-carbonyldiimidazole), FC=1C=CC2=C(C(N3[C@H](C=4N2C=NC4C(=O)O)CCC3)=O)C1F ((S)-7,8-difluoro-9-oxo-11,12,13,13a-tetrahydro-9H-imidazo[1,5-a]pyrrolo[2,1-c][1,4]benzodiazepine-1-carboxylic acid), N (ammonia). Run in CN(C=O)C (dimethylformamide). Run at time 30 minute. The product is FC=1C=CC2=C(C(N3[C@H](C=4N2C=NC4C(=O)N)CCC3)=O)C1F ((S)-7,8-difluoro-9-oxo-11,12,13,13a-tetrahydro-9H-imidazo[1,5-a]pyrrolo[2,1-c][1,4]benzodiazepine-1-carboxamide). Isolated yield 89.2%. Reaction SMILES: C(N1C=CN=C1)([N:3]1C=CN=C1)=O.[F:13][C:14]1[CH:15]=[CH:16][C:17]2[N:23]3[CH:24]=[N:25][C:26]([C:27](O)=[O:28])=[C:22]3[C@@H:21]3[CH2:30][CH2:31][CH2:32][N:20]3[C:19](=[O:33])[C:18]=2[C:34]=1[F:35].N>CN(C)C=O>[F:13][C:14]1[CH:15]=[CH:16][C:17]2[N:23]3[CH:24]=[N:25][C:26]([C:27]([NH2:3])=[O:28])=[C:22]3[C@@H:21]3[CH2:30][CH2:31][CH2:32][N:20]3[C:19](=[O:33])[C:18]=2[C:34]=1[F:35]. Procedure: 6.1 g (37.9 mmol) of 1,1'-carbonyldiimidazole were added portionwise to a suspension of 11 g (34.5 mmol) of (S)-7,8-difluoro-9-oxo-11,12,13,13a-tetrahydro-9H-imidazo[1,5-a]pyrrolo[2,1-c][1,4]benzodiazepine-1-carboxylic acid in 80 ml of dimethylformamide. The resulting pale brown solution was heated to 50° for 45 minutes. The solution was subsequently cooled to room temperature and 12 ml of aqueous ammonia solution were added dropwise. After stirring for a further 30 minutes the reaction mixture ...